Dataset: the Open Reaction Database (ORD), a public repository of structured organic reaction records. Task: describe an organic reaction: reactants, conditions, products, and yield The reactants are Br (hydrobromic acid), N(=O)[O-].[Na+] (sodium nitrite), CC1=C(C=C(N)C=C1)SC (4-methyl-3-methylsulphenylaniline). The reagents and catalysts are [Cu]Br (copper (I) bromide). Solvent: O (water), S(O)(O)(=O)=O (sulphuric acid), C(C)(=O)O (acetic acid). Reaction conditions: time 3 hour. Product: BrC1=CC(=C(C=C1)C)SC (4-bromo-2-methylsulphenyltoluene). Reaction SMILES: N([O-])=O.[Na+].[CH3:5][C:6]1[CH:12]=[CH:11][C:9](N)=[CH:8][C:7]=1[S:13][CH3:14].[BrH:15]>S(=O)(=O)(O)O.C(O)(=O)C.O.[Cu]Br>[Br:15][C:9]1[CH:11]=[CH:12][C:6]([CH3:5])=[C:7]([S:13][CH3:14])[CH:8]=1 |f:0.1|. Procedure: A cooled solution of sodium nitrite (5.8 g) in concentrated sulphuric acid (50 ml) was added dropwise to a stirred solution of 4-methyl-3-methylsulphenylaniline (12.8 g) in glacial acetic acid at 20° C. The resulting suspension was added to a mixture of copper (I) bromide (12 g), aqueous hydrobromic acid (48-50%) and ice. The mixture was stirred at room temperature for 3 hours then diluted with water and extracted with ethyl acetate. The organic layer was washed with water, aqueous sodium hydrox... Reactants: CC1=CC=C(C=C1)S(=O)(=O)OC[C@H]([C@@H]([C@H](CN=[N+]=[N-])C1CC1)O)NC(=O)OC(C)(C)C ((2R,3R,4S)-5-azido-2-[(tert-butoxycarbonyl)amino]-4-cyclopropyl-3-hydroxypentyl 4-methylbenzenesulfonate), CCN(C(C)C)C(C)C (DIPEA). Reagents/catalysts: [Pd] (palladium). Solvent: CO (MeOH). Run at time 3 hour. Product: C1(CC1)[C@@H]1[C@H]([C@@H](CNC1)NC(OC(C)(C)C)=O)O (tert-Butyl [(3R,4R,5S)-5-cyclopropyl-4-hydroxypiperidin-3-yl]carbamate). Reaction SMILES: CC1C=CC(S(O[CH2:12][C@@H:13]([NH:24][C:25]([O:27][C:28]([CH3:31])([CH3:30])[CH3:29])=[O:26])[C@H:14]([OH:23])[C@@H:15]([CH:20]2[CH2:22][CH2:21]2)[CH2:16][N:17]=[N+]=[N-])(=O)=O)=CC=1.CCN(C(C)C)C(C)C>CO.[Pd]>[CH:20]1([C@H:15]2[CH2:16][NH:17][CH2:12][C@@H:13]([NH:24][C:25](=[O:26])[O:27][C:28]([CH3:31])([CH3:30])[CH3:29])[C@@H:14]2[OH:23])[CH2:22][CH2:21]1. Procedure: A mixture of (2R,3R,4S)-5-azido-2-[(tert-butoxycarbonyl)amino]-4-cyclopropyl-3-hydroxypentyl 4-methylbenzenesulfonate (0.506 g, 1.11 mmol), DIPEA (0.31 mL, 1.8 mmol), and 10% palladium (dry basis) on activated carbon (wet, Degussa type E101 NE/W) (0.1 g) in MeOH (5 mL) was stirred under an atmosphere of hydrogen introduced via a balloon. After 3 h, the crude reaction mixture was filtered through a pad of diatomaceous earth and the solids were washed thoroughly with MeOH. The volatile organic sol... Starting materials: NC(=O)N (urea), Cl.N=C1C(C=CC=C1)C=CC1=CC=CC=C1 (iminostilbene hydrochloride). The solvent is C(C)(=O)O (acetic acid). Reaction conditions: temperature 27.5 celsius. Product: C=1C=CC2=C(C1)C=CC=3C=CC=CC3N2C(=O)N (carbamazepine). Reaction SMILES: [NH2:1][C:2]([NH2:4])=[O:3].Cl.N=[C:7]1[CH:12]=[CH:11][CH:10]=[CH:9][CH:8]1[CH:13]=[CH:14][C:15]1[CH:20]=[CH:19][CH:18]=[CH:17][CH:16]=1>C(O)(=O)C>[CH:10]1[CH:11]=[CH:12][C:7]2[N:1]([C:2]([NH2:4])=[O:3])[C:20]3[CH:19]=[CH:18][CH:17]=[CH:16][C:15]=3[CH:14]=[CH:13][C:8]=2[CH:9]=1 |f:1.2|. Procedure: To a suspension of urea (80 g, 1.333 mols) in acetic acid (100 ml), iminostilbene hydrochloride (20.5 g, 0.089 mols) was added under stirring at 25-30° C. The resulting reaction mixture was worked up according to the method of Example 1 to produce carbamazepine, which was identical to the product of Example 1. The reactants are BrCCCCCCOC1=C(C(=O)NC2=CC=C(C(=O)N3CCCCC4=C3C=CC=C4)C=C2)C=CC=C1 (1-{4-[2-(6-bromohexyloxy)benzoylamino]benzoyl}-2,3,4,5-tetrahydro-1H-benzazepine), C1(C=2C(C(N1)=O)=CC=CC2)=O.[K] (potassium phthalimide). The solvent is CN(C=O)C (dimethylformamide). Reaction conditions: temperature 100 celsius, time 5 hour. Yields the product C1(C=2C(C(N1CCCCCCOC1=C(C(=O)NC3=CC=C(C(=O)N4CCCCC5=C4C=CC=C5)C=C3)C=CC=C1)=O)=CC=CC2)=O (1-{4-[2-(6-phthalimidohexyloxy)benzoylamino]benzoyl}-2,3,4,5-tetrahydro-1H-benzazepine). The yield is 90.6%. RXN SMILES: Br[CH2:2][CH2:3][CH2:4][CH2:5][CH2:6][CH2:7][O:8][C:9]1[CH:36]=[CH:35][CH:34]=[CH:33][C:10]=1[C:11]([NH:13][C:14]1[CH:32]=[CH:31][C:17]([C:18]([N:20]2[C:26]3[CH:27]=[CH:28][CH:29]=[CH:30][C:25]=3[CH2:24][CH2:23][CH2:22][CH2:21]2)=[O:19])=[CH:16][CH:15]=1)=[O:12].[C:37]1(=[O:47])[NH:41][C:40](=[O:42])[C:39]2=[CH:43][CH:44]=[CH:45][CH:46]=[C:38]12.[K]>CN(C)C=O>[C:37]1(=[O:47])[N:41]([CH2:2][CH2:3][CH2:4][CH2:5][CH2:6][CH2:7][O:8][C:9]2[CH:36]=[CH:35][CH:34]=[CH:33][C:10]=2[C:11]([NH:13][C:14]2[CH:32]=[CH:31][C:17]([C:18]([N:20]3[C:26]4[CH:27]=[CH:28][CH:29]=[CH:30][C:25]=4[CH2:24][CH2:23][CH2:22][CH2:21]3)=[O:19])=[CH:16][CH:15]=2)=[O:12])[C:40](=[O:42])[C:39]2=[CH:43][CH:44]=[CH:45][CH:46]=[C:38]12 |f:1.2,^1:47|. Procedure: A mixture of 1-{4-[2-(6-bromohexyloxy)benzoylamino]benzoyl}-2,3,4,5-tetrahydro-1H-benzazepine (4.00 g), potassium phthalimide (2.02 g) and dimethylformamide (100 ml) is stirred at 100° C. for 5 hours. The reaction mixture is filtered and the filtrate is distilled off. The resulting residue is extracted with ethyl acetate and the organic layer is washed successively with water and saturated saline solution, and dried over magnesium sulfate. The solvent is distilled off and the resulting residue i... RXN SMILES: [C:23](=[O:24])([O-:25])[O-:26].[CH3:29][N:30]([CH3:31])[CH:32]=[O:33].[CH3:34][CH2:35][O:36][C:37](=[O:38])[CH3:39].[Cl:1][c:2]1[cH:3][c:4]([O:12][CH3:13])[c:5]([C:6](=[O:7])[O:8][CH3:9])[cH:10][cH:11]1.[Cs+:27].[Cs+:28].[OH:14][B:15]([OH:16])[c:17]1[cH:18][cH:19][cH:20][cH:21][cH:22]1>>[c:2]1(-[c:17]2[cH:18][cH:19][cH:20][cH:21][cH:22]2)[cH:3][c:4]([O:12][CH3:13])[c:5]([C:6](=[O:7])[O:8][CH3:9])[cH:10][cH:11]1. Yields the product COC(=O)c1ccc(-c2ccccc2)cc1OC. Starting materials: O=C([O-])[O-], CN(C)C=O, CCOC(C)=O, COC(=O)c1ccc(Cl)cc1OC, [Cs+], [Cs+], OB(O)c1ccccc1.